Dataset: the Open Reaction Database (ORD), a public repository of structured organic reaction records. Task: describe an organic reaction: reactants, conditions, products, and yield Starting materials: OCCCCCCC(C(=O)N)=C (6-Hydroxyhexylacrylamide), C(C)(=O)OC(C)=O (acetic anhydride), CN(C)C1=NC=CC=C1 (dimethylamino pyridine). The solvent is N1=CC=CC=C1 (pyridine). Run at time 8 hour. Product: C(C)(=O)OCCCCCCC(C(=O)N)=C (6-acetoxyhexylacrylamide). RXN SMILES: [OH:1][CH2:2][CH2:3][CH2:4][CH2:5][CH2:6][CH2:7][C:8](=[CH2:12])[C:9]([NH2:11])=[O:10].[C:13](OC(=O)C)(=[O:15])[CH3:14].CN(C1C=CC=CN=1)C>N1C=CC=CC=1>[C:13]([O:1][CH2:2][CH2:3][CH2:4][CH2:5][CH2:6][CH2:7][C:8](=[CH2:12])[C:9]([NH2:11])=[O:10])(=[O:15])[CH3:14]. Procedure details: 6-Hydroxyhexylacrylamide (4.00 gm, 23.4 mmole), acetic anhydride (4.41 mL, 46.8 mmole) and dimethylamino pyridine (23.3 mg, 2.3 mmole) were dissolved in 15 mL of pyridine and were allowed to react at room temperature for 4 hours. After evaporation of the solvents the residue was dissolved in 100 mL of ethyl acetate and was washed with N HCl and brine. After drying over Na2SO4 the organic solution was filtered and the solvent was removed in vacuo to yield a yellow syrup. Crystallisation was induc...